This data is from the Open Reaction Database (ORD), a public repository of structured organic reaction records. The task is: describe an organic reaction: reactants, conditions, products, and yield Starting materials: N1(CCNCC1)C(=O)OC(C)(C)C (tert-butyl piperazine-1-carboxylate), CN1N=CC2=CC(=CC=C12)C(O)C=1C=C2C=NN(C2=CC1)C (bis(1-methyl-1H-indazol-5-yl)methanol), C(Cl)Cl (CH2Cl2), S(=O)(Cl)Cl (Thionyl chloride). Run in C(C)#N (Acetonitrile). Run at time 15 minute. Product: CN1N=CC2=CC(=CC=C12)C(N1CCN(CC1)C(=O)OC(C)(C)C)C=1C=C2C=NN(C2=CC1)C (tert-butyl 4-(bis(1-methyl-1H-indazol-5-yl)methyl)piperazine-1-carboxylate). The yield is 67.7%. RXN SMILES: [CH3:1][N:2]1[C:10]2[C:5](=[CH:6][C:7]([CH:11]([C:13]3[CH:14]=[C:15]4[C:19](=[CH:20][CH:21]=3)[N:18]([CH3:22])[N:17]=[CH:16]4)O)=[CH:8][CH:9]=2)[CH:4]=[N:3]1.C(Cl)Cl.S(Cl)(Cl)=O.[N:30]1([C:36]([O:38][C:39]([CH3:42])([CH3:41])[CH3:40])=[O:37])[CH2:35][CH2:34][NH:33][CH2:32][CH2:31]1>C(#N)C>[CH3:1][N:2]1[C:10]2[C:5](=[CH:6][C:7]([CH:11]([C:13]3[CH:14]=[C:15]4[C:19](=[CH:20][CH:21]=3)[N:18]([CH3:22])[N:17]=[CH:16]4)[N:33]3[CH2:32][CH2:31][N:30]([C:36]([O:38][C:39]([CH3:42])([CH3:41])[CH3:40])=[O:37])[CH2:35][CH2:34]3)=[CH:8][CH:9]=2)[CH:4]=[N:3]1. Procedure: A round bottom flask was charged with bis(1-methyl-1H-indazol-5-yl)methanol (50 mg, 0.17 mmol) and CH2Cl2 (5 mL). Thionyl chloride (25 μL, 342 mmol) was added, resulting in a cloudy solution. After 15 min the solution become a clear pink solution and was stirred at room temperature for 48 h. The solution was concentrated under reduced pressure. Acetonitrile was added and the solution was concentrated two times. Acetonitrile (7 mL) and tert-butyl piperazine-1-carboxylate (60 mg, 0.32 mmol) was ad... The reactants are Cc1nc2cc(N)ccc2o1, COc1ccc(CN(Cc2ccc(OC)cc2)c2nc(C)nc(-c3cccnc3F)n2)cc1. Product: COc1ccc(CN(Cc2ccc(OC)cc2)c2nc(C)nc(-c3cccnc3Nc3ccc4oc(C)nc4c3)n2)cc1. RXN SMILES: [CH3:1][c:2]1[o:3][c:4]2[c:5]([n:6]1)[cH:7][c:8]([NH2:11])[cH:9][cH:10]2.[F:12][c:13]1[n:14][cH:15][cH:16][cH:17][c:18]1-[c:19]1[n:20][c:21]([N:26]([CH2:27][c:28]2[cH:29][cH:30][c:31]([O:34][CH3:35])[cH:32][cH:33]2)[CH2:36][c:37]2[cH:38][cH:39][c:40]([O:43][CH3:44])[cH:41][cH:42]2)[n:22][c:23]([CH3:25])[n:24]1>>[CH3:1][c:2]1[o:3][c:4]2[c:5]([n:6]1)[cH:7][c:8]([NH:11][c:13]1[n:14][cH:15][cH:16][cH:17][c:18]1-[c:19]1[n:20][c:21]([N:26]([CH2:27][c:28]3[cH:29][cH:30][c:31]([O:34][CH3:35])[cH:32][cH:33]3)[CH2:36][c:37]3[cH:38][cH:39][c:40]([O:43][CH3:44])[cH:41][cH:42]3)[n:22][c:23]([CH3:25])[n:24]1)[cH:9][cH:10]2. Conditions: time 8 hour. Yields the product Cl.C1(=CC=CC=C1)C=1C=C(OCCN2C[C@@H](CCC2)C(=O)O)C=CC1 ((R)-1-(2-(3-Phenylphenoxy)ethyl)-3-piperidinecarboxylic acid hydrochloride). Procedure: The above ester (1.4 g, 4 mmol) was dissolved in ethanol (30 ml) and 4N sodium hydroxide (4.5 ml) was added. The mixture was stirred at ambient temperature overnight. The reaction mixture was concentrated in vacuo to give a residue to which dichloromethane (175 ml) was added. The mixture was placed on an icebath and concentrated hydrochloric acid (2.1 ml) was added. The phases were separated and the organic phase was dried (Na2SO4). The solvent was evaporated in vacuo to give a residue which was... RXN SMILES: C([O:3][C:4]([C@@H:6]1[CH2:11][CH2:10][CH2:9][N:8]([CH2:12][CH2:13][O:14][C:15]2[CH:20]=[CH:19][CH:18]=[C:17]([C:21]3[CH:26]=[CH:25][CH:24]=[CH:23][CH:22]=3)[CH:16]=2)[CH2:7]1)=[O:5])C.[OH-].[Na+].[ClH:29].O>C(O)C.ClCCl>[ClH:29].[C:21]1([C:17]2[CH:16]=[C:15]([CH:20]=[CH:19][CH:18]=2)[O:14][CH2:13][CH2:12][N:8]2[CH2:9][CH2:10][CH2:11][C@@H:6]([C:4]([OH:5])=[O:3])[CH2:7]2)[CH:22]=[CH:23][CH:24]=[CH:25][CH:26]=1 |f:1.2,7.8|. Solvent: C(C)O (ethanol), ClCCl (dichloromethane). The reactants are [OH-].[Na+] (sodium hydroxide), O (water), C(C)OC(=O)[C@H]1CN(CCC1)CCOC1=CC(=CC=C1)C1=CC=CC=C1 ((R)-1-(2-(3-Phenylphenoxy)ethyl)-3-piperidinecarboxylic acid ethyl ester), Cl (hydrochloric acid). The reactants are COC(=O)C=1C=NC(=NC1)N1CCN(CC1)C(=O)OC(C)(C)C (2-(4-tert-Butoxycarbonyl-piperazin-1-yl)-pyrimidine-5-carboxylic acid methyl ester), FC(C(=O)O)(F)F (Trifluoroacetic acid). Run in ClCCl (dichloromethane). Run at time 2 hour. Product: COC(=O)C=1C=NC(=NC1)N1CCNCC1 (2-piperazin-1-yl-pyrimidine-5-carboxylic acid methyl ester), C(=O)(C(F)(F)F)O (TFA). Isolated yield 262.7%. As a reaction SMILES: [CH3:1][O:2][C:3]([C:5]1[CH:6]=[N:7][C:8]([N:11]2[CH2:16][CH2:15][N:14](C(OC(C)(C)C)=O)[CH2:13][CH2:12]2)=[N:9][CH:10]=1)=[O:4].[F:24][C:25]([F:30])([F:29])[C:26]([OH:28])=[O:27]>ClCCl>[CH3:1][O:2][C:3]([C:5]1[CH:10]=[N:9][C:8]([N:11]2[CH2:16][CH2:15][NH:14][CH2:13][CH2:12]2)=[N:7][CH:6]=1)=[O:4].[C:26]([OH:28])([C:25]([F:30])([F:29])[F:24])=[O:27]. Reported procedure: 2-(4-tert-Butoxycarbonyl-piperazin-1-yl)-pyrimidine-5-carboxylic acid methyl ester (140 mg, 0.434 mmol) is dissolved in dichloromethane (3.0 mL) under N2. Trifluoroacetic acid (0.83 ml, 10.85 mmol) is added and the reaction mixture is stirred for 2 h. The reaction mixture is concentrated under reduced pressure and co-evaporated several times with dichloromethane. It is dried under high vacuum to afford the title compound as a TFA salt (130 mg, 90% yield). Starting materials: ClC1=CN=CC2=CC=CC(=C12)[N+](=O)[O-] (4-chloro-5-nitroisoquinoline), O.O.[Sn](Cl)Cl (Tin(II) chloride dihydrate), [OH-].[Na+] (sodium hydroxide). Solvent: Cl (hydrochloric acid), Cl (hydrochloric acid). Product: ClC1=CN=CC2=CC=CC(=C12)N (4-chloro-5-aminoisoquinoline). The yield is 67.5%. RXN SMILES: O.O.[Sn](Cl)Cl.[Cl:6][C:7]1[C:16]2[C:11](=[CH:12][CH:13]=[CH:14][C:15]=2[N+:17]([O-])=O)[CH:10]=[N:9][CH:8]=1.[OH-].[Na+]>Cl>[Cl:6][C:7]1[C:16]2[C:11](=[CH:12][CH:13]=[CH:14][C:15]=2[NH2:17])[CH:10]=[N:9][CH:8]=1 |f:0.1.2,4.5|. Reported procedure: Tin(II) chloride dihydrate (1.70 g) was dissolved in concentrated hydrochloric acid (1 ml), added with a mixture of Intermediate 89 (315 mg) and 2 N aqueous hydrochloric acid (2 ml) with ice cooling and refluxed with heating for 2 hours. The reaction mixture was cooled to room temperature, added with 5 N aqueous sodium hydroxide (7 ml) and extracted twice with chloroform (20 ml for each time). The organic layer was dried over anhydrous sodium sulfate, and the solvent was evaporated under reduced... Starting materials: CCOc1ccc(Br)c(C(O)P(=O)(OCC)OCC)c1, ClCCl, O=[Cr](=O)([O-])Cl, c1cc[nH+]cc1. The product is CCOc1ccc(Br)c(C(=O)P(=O)(OCC)OCC)c1. As a reaction SMILES: [Br:1][c:2]1[c:3]([CH:11]([P:12]([O:13][CH2:14][CH3:15])([O:16][CH2:17][CH3:18])=[O:19])[OH:20])[cH:4][c:5]([O:8][CH2:9][CH3:10])[cH:6][cH:7]1.[Cl:32][CH2:33][Cl:34].[O:21]=[Cr:22]([Cl:23])([O-:24])=[O:25].[nH+:26]1[cH:27][cH:28][cH:29][cH:30][cH:31]1>>[Br:1][c:2]1[c:3]([C:11]([P:12]([O:13][CH2:14][CH3:15])([O:16][CH2:17][CH3:18])=[O:19])=[O:20])[cH:4][c:5]([O:8][CH2:9][CH3:10])[cH:6][cH:7]1. Starting materials: C(C)C1NC(C2(C1)CCN(CC2)C(=O)OC(C)(C)C)=O (tert-butyl 3-ethyl-1-oxo-2,8-diazaspiro[4.5]decane-8-carboxylate), CC1N(C(C2(C1)CCNCC2)=O)C=2COC(C2)=O (3-methyl-2-(5-oxo-2,5-dihydrofuran-3-yl)-2,8-diazaspiro[4.5]decan-1-one). Yields the product C(C)C1N(C(C2(C1)CCNCC2)=O)C=2COC(C2)=O (3-ethyl-2-(5-oxo-2,5-dihydrofuran-3-yl)-2,8-diazaspiro[4.5]decan-1-one). RXN SMILES: [CH2:1]([CH:3]1[CH2:7][C:6]2([CH2:12][CH2:11][N:10](C(OC(C)(C)C)=O)[CH2:9][CH2:8]2)[C:5](=[O:20])[NH:4]1)[CH3:2].CC1CC2(CCNCC2)C(=O)N1[C:33]1[CH2:34][O:35][C:36](=[O:38])[CH:37]=1>>[CH2:1]([CH:3]1[CH2:7][C:6]2([CH2:8][CH2:9][NH:10][CH2:11][CH2:12]2)[C:5](=[O:20])[N:4]1[C:33]1[CH2:34][O:35][C:36](=[O:38])[CH:37]=1)[CH3:2]. Reported procedure: The title compound was prepared in two steps from tert-butyl 3-ethyl-1-oxo-2,8-diazaspiro[4.5]decane-8-carboxylate in an analogous fashion as described for 3-methyl-2-(5-oxo-2,5-dihydrofuran-3-yl)-2,8-diazaspiro[4.5]decan-1-one (I-22). The reactants are CO, ClC(Cl)Cl, NCC(=O)NCC1CCN(Cc2ccc(Cl)cc2)CC1, ClCCl, O=C(Cl)c1cc(C(F)(F)F)cc(C(F)(F)F)c1. Product: O=C(CNC(=O)c1cc(C(F)(F)F)cc(C(F)(F)F)c1)NCC1CCN(Cc2ccc(Cl)cc2)CC1. Reaction SMILES: [CH3:38][OH:39].[CH:43]([Cl:44])([Cl:45])[Cl:46].[Cl:18][c:19]1[cH:20][cH:21][c:22]([CH2:23][N:24]2[CH2:25][CH2:26][CH:27]([CH2:30][NH:31][C:32]([CH2:33][NH2:34])=[O:35])[CH2:28][CH2:29]2)[cH:36][cH:37]1.[Cl:40][CH2:41][Cl:42].[F:1][C:2]([c:3]1[cH:4][c:5]([C:6](=[O:7])[Cl:8])[cH:9][c:10]([C:12]([F:13])([F:14])[F:15])[cH:11]1)([F:16])[F:17]>>[F:1][C:2]([c:3]1[cH:4][c:5]([C:6](=[O:7])[NH:34][CH2:33][C:32]([NH:31][CH2:30][CH:27]2[CH2:26][CH2:25][N:24]([CH2:23][c:22]3[cH:21][cH:20][c:19]([Cl:18])[cH:37][cH:36]3)[CH2:29][CH2:28]2)=[O:35])[cH:9][c:10]([C:12]([F:13])([F:14])[F:15])[cH:11]1)([F:16])[F:17]. The reactants are CNC1CN(C1)C(=O)OC(C)(C)C (tert-butyl 3-(methylamino)azetidine-1-carboxylate), CC(C)([O-])C.[K+] (potassium tert-butoxide), 2-Me THF, BrC=1C=C2C(=NC1[C@H](C)N)C=CN2C ((S)-1-(6-Bromo-1-methyl-1H-pyrrolo[3,2-b]pyridin-5-yl)ethan-1-amine). Solvent: 2-Me THF. The product is N[C@@H](C)C1=C(C=C2C(=N1)C=CN2C)N(C2CN(C2)C(=O)OC(C)(C)C)C (tert-Butyl (S)-3-((5-(1-aminoethyl)-1-methyl-1H-pyrrolo[3,2-b]pyridin-6-yl)(methyl)amino)azetidine-1-carboxylate). RXN SMILES: [CH3:1][NH:2][CH:3]1[CH2:6][N:5]([C:7]([O:9][C:10]([CH3:13])([CH3:12])[CH3:11])=[O:8])[CH2:4]1.CC(C)([O-])C.[K+].Br[C:21]1[CH:22]=[C:23]2[N:32]([CH3:33])[CH:31]=[CH:30][C:24]2=[N:25][C:26]=1[C@@H:27]([NH2:29])[CH3:28]>>[NH2:29][C@H:27]([C:26]1[N:25]=[C:24]2[CH:30]=[CH:31][N:32]([CH3:33])[C:23]2=[CH:22][C:21]=1[N:2]([CH3:1])[CH:3]1[CH2:6][N:5]([C:7]([O:9][C:10]([CH3:12])([CH3:11])[CH3:13])=[O:8])[CH2:4]1)[CH3:28] |f:1.2|. Reported procedure: Into a 8 mL 2-necked round-bottom flask equipped for stirring and fitted with a septum cap were added tert-butyl 3-(methylamino)azetidine-1-carboxylate (0.220 g, 1.181 mmol), potassium tert-butoxide (0.132 g, 1.181 mmol) and 2-Me THF (2 mL). The reaction mixture was heated to 85° C. (S)-1-(6-Bromo-1-methyl-1H-pyrrolo[3,2-b]pyridin-5-yl)ethan-1-amine (0.100 g, 0.394 mmol) in 2-Me THF (2.000 mL) was added dropwise via syringe and the reaction mixture was stirred at 85° C. for 37 minutes. The react...